Dataset: the Open Reaction Database (ORD), a public repository of structured organic reaction records. Task: describe an organic reaction: reactants, conditions, products, and yield The reactants are CN(C(=O)C1=CC2=C(N=C(N=C2)Cl)N1C1CCCC1)C (2-chloro-7-cyclopentyl-7H-pyrrolo[2,3-d]pyrimidine-6-carboxylic acid dimethylamide), C(C)(C)(C)OC(=O)N1CCN(CC1)C(=O)C=1C=NC(=CC1)N (4-(6-amino-pyridine-3-carbonyl)-piperazine-1-carboxylic acid tert-butyl ester). The product is CN(C(=O)C1=CC2=C(N=C(N=C2)NC2=NC=C(C=C2)C(=O)N2CCNCC2)N1C1CCCC1)C (7-cyclopentyl-2-[5-(piperazine-1-carbonyl)-pyridin-2-ylamino]-7H-pyrrolo[2,3-d]pyrimidine-6-carboxylic acid dimethylamide). The yield is 4.0%. As a reaction SMILES: [CH3:1][N:2]([CH3:20])[C:3]([C:5]1[N:14]([CH:15]2[CH2:19][CH2:18][CH2:17][CH2:16]2)[C:8]2[N:9]=[C:10](Cl)[N:11]=[CH:12][C:7]=2[CH:6]=1)=[O:4].C(OC([N:28]1[CH2:33][CH2:32][N:31]([C:34]([C:36]2[CH:37]=[N:38][C:39]([NH2:42])=[CH:40][CH:41]=2)=[O:35])[CH2:30][CH2:29]1)=O)(C)(C)C>>[CH3:1][N:2]([CH3:20])[C:3]([C:5]1[N:14]([CH:15]2[CH2:19][CH2:18][CH2:17][CH2:16]2)[C:8]2[N:9]=[C:10]([NH:42][C:39]3[CH:40]=[CH:41][C:36]([C:34]([N:31]4[CH2:32][CH2:33][NH:28][CH2:29][CH2:30]4)=[O:35])=[CH:37][N:38]=3)[N:11]=[CH:12][C:7]=2[CH:6]=1)=[O:4]. Procedure details: Following Buchwald Method B, 2-chloro-7-cyclopentyl-7H-pyrrolo[2,3-d]pyrimidine-6-carboxylic acid dimethylamide (205 mg, 0.7 mmol) and 4-(6-amino-pyridine-3-carbonyl)-piperazine-1-carboxylic acid tert-butyl ester (236 mg, 0.8 mmol), followed by deprotection using General Procedure A to give 7-cyclopentyl-2-[5-(piperazine-1-carbonyl)-pyridin-2-ylamino]-7H-pyrrolo[2,3-d]pyrimidine-6-carboxylic acid dimethylamide (13 mg, 41%).